Dataset: the Open Reaction Database (ORD), a public repository of structured organic reaction records. Task: describe an organic reaction: reactants, conditions, products, and yield The reactants are O (water), C([O-])([O-])=O.[K+].[K+] (potassium carbonate), C(C)(=O)OC1CC2(C1)CCN(CC2)C(=O)OCC=2N=CSC2 (thiazol-4-ylmethyl 2-acetoxy-7-aza-spiro[3.5]nonane-7-carboxylate). The solvent is CO (methanol). Run at time 1 hour. Yields the product OC1CC2(C1)CCN(CC2)C(=O)OCC=2N=CSC2 (Thiazol-4-ylmethyl 2-hydroxy-7-aza-spiro[3.5]-nonane-7-carboxylate). The yield is 95.9%. RXN SMILES: C([O:4][CH:5]1[CH2:8][C:7]2([CH2:13][CH2:12][N:11]([C:14]([O:16][CH2:17][C:18]3[N:19]=[CH:20][S:21][CH:22]=3)=[O:15])[CH2:10][CH2:9]2)[CH2:6]1)(=O)C.O.C(=O)([O-])[O-].[K+].[K+]>CO>[OH:4][CH:5]1[CH2:6][C:7]2([CH2:13][CH2:12][N:11]([C:14]([O:16][CH2:17][C:18]3[N:19]=[CH:20][S:21][CH:22]=3)=[O:15])[CH2:10][CH2:9]2)[CH2:8]1 |f:2.3.4|. Reported procedure: 0.267 g (0.82 mmole) of the thiazol-4-ylmethyl 2-acetoxy-7-aza-spiro[3.5]nonane-7-carboxylate obtained in stage 1.2 is dissolved in 2 ml of methanol then 0.5 ml of water and 0.114 g (0.82 mmole) of potassium carbonate are added. After stirring for 1 hr at ambient temperature, the medium is concentrated under vacuum then taken up in water. The aqueous solution is extracted twice with dichloromethane then the organic phases are combined, dried over sodium sulphate, filtered and concentrated to dry... The reactants are COC(\C(=C(/C1=C(C=C(C=C1)OC)OCC(=O)OC(C)(C)C)\C1=CN=C(N1C)CCCC)\CC1=CC2=C(C=C1)OCO2)=O (Methyl-(E)-3(2-n-Butyl-1-methyl-1H-imidazol-5-yl)-3-(2-t-butoxycarbonylmethoxy-4-methoxyphenyl)-2-(3,4-methylenedioxybenzyl)prop-2-enoate). Run in [OH-].[Na+] (NaOH), C(C)(C)O (isopropanol). Product: C(CCC)C=1N(C(=CN1)/C(=C(/C(=O)O)\CC1=CC2=C(C=C1)OCO2)/C2=C(C=C(C=C2)OC)OCC(=O)O)C ((2E)-3(2-n-Butyl-1-methyl-1H-imidazol-5-yl)-3-(2-carboxymethoxy-4-methoxyphenyl)-2-(3,4-methylenedioxybenzyl)prop-2-enoic acid). Reaction SMILES: C[O:2][C:3](=[O:43])/[C:4](/[CH2:33][C:34]1[CH:39]=[CH:38][C:37]2[O:40][CH2:41][O:42][C:36]=2[CH:35]=1)=[C:5](/[C:23]1[N:27]([CH3:28])[C:26]([CH2:29][CH2:30][CH2:31][CH3:32])=[N:25][CH:24]=1)\[C:6]1[CH:11]=[CH:10][C:9]([O:12][CH3:13])=[CH:8][C:7]=1[O:14][CH2:15][C:16]([O:18]C(C)(C)C)=[O:17]>[OH-].[Na+].C(O)(C)C>[CH2:29]([C:26]1[N:27]([CH3:28])[C:23](/[C:5](/[C:6]2[CH:11]=[CH:10][C:9]([O:12][CH3:13])=[CH:8][C:7]=2[O:14][CH2:15][C:16]([OH:18])=[O:17])=[C:4](\[CH2:33][C:34]2[CH:39]=[CH:38][C:37]3[O:40][CH2:41][O:42][C:36]=3[CH:35]=2)/[C:3]([OH:43])=[O:2])=[CH:24][N:25]=1)[CH2:30][CH2:31][CH3:32] |f:1.2|. Reported procedure: Methyl-(E)-3(2-n-Butyl-1-methyl-1H-imidazol-5-yl)-3-(2-t-butoxycarbonylmethoxy-4-methoxyphenyl)-2-(3,4-methylenedioxybenzyl)prop-2-enoate (85 mg, 0.144 mmol) in 2.5N NaOH (1.0 ml) and isopropanol (2.0 ml) was heated under argon at 95° for 18 hours. The solvent (i-PrOH) was removed under reduced pressure and the residue was diluted with H2O and washed with EtOAc. The pH of the aqueous layer was lowered to 3.5 with 1M HCl and the solution was extracted with EtOAc (5x). The combined extracts were d... Reactants: CC([C@H](C)OC1OCCCC1)(C)C1=NOC(=C1)NC(C(C)(S(=O)(=O)C1CCOCC1)C)=O (N-{3-[(S)-1,1-Dimethyl-2-(tetrahydro-pyran-2-yloxy)-propyl]-isoxazol-5-yl}-2-methyl-2-(tetrahydro-pyran-4-sulfonyl)-propionamide), C1(=CC=C(C=C1)S(=O)(=O)[O-])C.[NH+]1=CC=CC=C1 (pyridinium p-toluenesulfonate). Solvent: C(C)O (ethanol). Yields the product O[C@H](C(C)(C)C1=NOC(=C1)NC(C(C)(S(=O)(=O)C1CCOCC1)C)=O)C (N-[3-((S)-2-Hydroxy-1,1-dimethyl-propyl)-isoxazol-5-yl]-2-methyl-2-(tetrahydro-pyran-4-sulfonyl)-propionamide). Isolated yield 76.4%. RXN SMILES: [CH3:1][C:2]([C:13]1[CH:17]=[C:16]([NH:18][C:19](=[O:32])[C:20]([CH3:31])([S:22]([CH:25]2[CH2:30][CH2:29][O:28][CH2:27][CH2:26]2)(=[O:24])=[O:23])[CH3:21])[O:15][N:14]=1)([CH3:12])[C@@H:3]([O:5]C1CCCCO1)[CH3:4].C1(C)C=CC(S([O-])(=O)=O)=CC=1.[NH+]1C=CC=CC=1>C(O)C>[OH:5][C@@H:3]([CH3:4])[C:2]([C:13]1[CH:17]=[C:16]([NH:18][C:19](=[O:32])[C:20]([CH3:31])([S:22]([CH:25]2[CH2:26][CH2:27][O:28][CH2:29][CH2:30]2)(=[O:24])=[O:23])[CH3:21])[O:15][N:14]=1)([CH3:12])[CH3:1] |f:1.2|. Procedure details: A solution of N-{3-[(S)-1,1-Dimethyl-2-(tetrahydro-pyran-2-yloxy)-propyl]-isoxazol-5-yl}-2-methyl-2-(tetrahydro-pyran-4-sulfonyl)-propionamide (1.14 g, 2.41 mmol) and pyridinium p-toluenesulfonate (120.63 mg, 0.48 mmol) in ethanol (11 mL) is stirred at 65° C. for 3 h. After this time, the reaction mixture is concentrated under reduced pressure and partitioned between ethyl acetate and water. The layers are separated and the aqueous layer is extracted with ethyl acetate once. The organic extracts... Reactants: NC=1C=C2C[C@]3(C(NC4=NC=CC=C43)=O)CC2=CC1 ((R)-5-Amino-1,3-dihydrospiro[indene-2,3′-pyrrolo[2,3-b]pyridin]-2′(1′H)-one), NC=1C=C2C[C@]3(C(NC4=NC=CC=C43)=O)CC2=CC1 ((R)-5-Amino-1,3-dihydrospiro[indene-2,3′-pyrrolo[2,3-b]pyridin]-2′(1′H)-one), IN1C(CCC1=O)=O (N-iodosuccinimide). Run in C1CCOC1 (THF). Run at time 18 hour. The product is NC=1C=C2C[C@]3(C(NC4=NC=CC=C43)=O)CC2=CC1I ((2S)-5-Amino-6-iodo-1,3-dihydrospiro[indene-2,3′-pyrrolo[2,3-b]pyridin]-2′(1′H)-one). As a reaction SMILES: [NH2:1][C:2]1[CH:3]=[C:4]2[C:17](=[CH:18][CH:19]=1)[CH2:16][C@:6]1([C:14]3[C:9](=[N:10][CH:11]=[CH:12][CH:13]=3)[NH:8][C:7]1=[O:15])[CH2:5]2.[I:20]N1C(=O)CCC1=O>C1COCC1>[NH2:1][C:2]1[CH:3]=[C:4]2[C:17](=[CH:18][C:19]=1[I:20])[CH2:16][C@:6]1([C:14]3[C:9](=[N:10][CH:11]=[CH:12][CH:13]=3)[NH:8][C:7]1=[O:15])[CH2:5]2. Procedure: To a solution of (2R)-5-amino-1,3-dihydrospiro[indene-2,3′-pyrrolo[2,3-b]pyridin]-2′(1′H)-one (4.00 g, 15.9 mmol, described in Intermediate 1) in THF (64 mL) at ambient temperature was added N-iodosuccinimide (3.58 g, 15.92 mmol). The reaction mixture was stirred for 18 h, then purified by silica gel chromatography, eluting with EtOAc:hexanes—70:30, to give the title compound. MS: m/z=378 (M+1). The reactants are BrCCCCCC(=O)C1=C(C(=C(C(=C1C)C)OC)OC)C (6-bromo-1-(3,4-dimethoxy-2,5,6-trimethylphenyl)-1-hexanone), COC(C1=C(C(=C(C=C1)O)CCC)O)=O (2,4-dihydroxy-3-propylbenzoic acid methyl ester), C([O-])([O-])=O.[K+].[K+] (potassium carbonate). Run in CC(=O)C (acetone), CN(C)C=O (DMF). Product: COC(C1=C(C(=C(C=C1)OCCCCCC(=O)C1=C(C(=C(C(=C1C)C)OC)OC)C)CCC)O)=O (4-[[6-(3,4-dimethoxy-2,5,6-trimethylphenyl)-6-oxohexyl]oxy]-2-hydroxy-3-propylbenzoic acid methyl ester). Isolated yield 83.0%. RXN SMILES: Br[CH2:2][CH2:3][CH2:4][CH2:5][CH2:6][C:7]([C:9]1[C:14]([CH3:15])=[C:13]([CH3:16])[C:12]([O:17][CH3:18])=[C:11]([O:19][CH3:20])[C:10]=1[CH3:21])=[O:8].[CH3:22][O:23][C:24](=[O:36])[C:25]1[CH:30]=[CH:29][C:28]([OH:31])=[C:27]([CH2:32][CH2:33][CH3:34])[C:26]=1[OH:35].C(=O)([O-])[O-].[K+].[K+]>CC(C)=O.CN(C=O)C>[CH3:22][O:23][C:24](=[O:36])[C:25]1[CH:30]=[CH:29][C:28]([O:31][CH2:2][CH2:3][CH2:4][CH2:5][CH2:6][C:7]([C:9]2[C:14]([CH3:15])=[C:13]([CH3:16])[C:12]([O:17][CH3:18])=[C:11]([O:19][CH3:20])[C:10]=2[CH3:21])=[O:8])=[C:27]([CH2:32][CH2:33][CH3:34])[C:26]=1[OH:35] |f:2.3.4|. Procedure: A mixture of 0.194 g (2.6 mmol) of 6-bromo-1-(3,4-dimethoxy-2,5,6-trimethylphenyl)-1-hexanone, 0.55 g (2.6 mmol) of 2,4-dihydroxy-3-propylbenzoic acid methyl ester and 1.10 g (7.8 mmol) of potassium carbonate in 20 mL of acetone and 2 mL of DMF was stirred at reflux for 17 hours. After workup as in Example 16, the crude product was purified by chromatography on 100 g of silica gel. Elution with 10% ethyl acetate-hexane gave 1.05 g (83% yield) of 4-[[6-(3,4-dimethoxy-2,5,6-trimethylphenyl)-6-oxoh... The reactants are FC[C@@H](C)C1=CC=CC=C1 (((S)-2-fluoro-1-methyl-ethyl)-benzene), C1(=CC=CC=C1)[C@H](COS(=O)(=O)C1=CC=C(C=C1)C)C (toluene-4-sulfonic acid (R)-2-phenyl-propyl ester). Yields the product FC[C@H](C)C1=CC=CC=C1 (((R)-2-Fluoro-1-methyl-ethyl)-benzene). RXN SMILES: [F:1][CH2:2][C@H:3]([C:5]1[CH:10]=[CH:9][CH:8]=[CH:7][CH:6]=1)[CH3:4].C1([C@@H](C)COS(C2C=CC(C)=CC=2)(=O)=O)C=CC=CC=1>>[F:1][CH2:2][C@@H:3]([C:5]1[CH:10]=[CH:9][CH:8]=[CH:7][CH:6]=1)[CH3:4]. Reported procedure: The title compound was prepared as described above for the synthesis of ((S)-2-fluoro-1-methyl-ethyl)-benzene, but using toluene-4-sulfonic acid (R)-2-phenyl-propyl ester instead of toluene-4-sulfonic acid (S)-2-phenyl-propyl ester. Starting materials: ClC1=NC(=NC=C1C(F)(F)F)NC1=C(C=C(CCC(C)P(OCC)=O)C=C1)OC (ethyl (4-{[4-chloro-5-(trifluoromethyl)pyrimidin-2-yl]amino}-3-methoxybenzyl)propan-2-ylphosphinate), ClC1=NC(=NC=C1C(F)(F)F)NC1=C(C=C(CCC(C)P(OCC)=O)C=C1)OC (ethyl (4-{[4-chloro-5-(trifluoromethyl)pyrimidin-2-yl]amino}-3-methoxybenzyl)propan-2-ylphosphinate), NC=1C(=NC(=CC1)Br)C(=O)NC (3-amino-6-bromo-N-methylpyridine-2-carboxamide), NC=1C(=NC(=CC1)Br)C(=O)NC (3-amino-6-bromo-N-methylpyridine-2-carboxamide), C(=O)(C(F)(F)F)O (TFA). Reaction conditions: temperature 80 celsius. The product is BrC1=CC=C(C(=N1)C(NC)=O)NC1=NC(=NC=C1C(F)(F)F)NC1=C(C=C(CCC(C)P(OCC)=O)C=C1)OC (Ethyl (4-{[4-{[6-bromo-2-(methylcarbamoyl)pyridin-3-yl]amino}-5-(trifluoromethyl)pyrimidin-2-yl]amino}-3-methoxybenzyl)propan-2-ylphosphinate). Yield: 60.6%. Reaction SMILES: Cl[C:2]1[C:7]([C:8]([F:11])([F:10])[F:9])=[CH:6][N:5]=[C:4]([NH:12][C:13]2[CH:27]=[CH:26][C:16]([CH2:17][CH2:18][CH:19]([PH:21](=[O:25])[O:22][CH2:23][CH3:24])[CH3:20])=[CH:15][C:14]=2[O:28][CH3:29])[N:3]=1.[NH2:30][C:31]1[C:32]([C:38]([NH:40][CH3:41])=[O:39])=[N:33][C:34]([Br:37])=[CH:35][CH:36]=1.C(O)(C(F)(F)F)=O>>[Br:37][C:34]1[N:33]=[C:32]([C:38](=[O:39])[NH:40][CH3:41])[C:31]([NH:30][C:2]2[C:7]([C:8]([F:11])([F:10])[F:9])=[CH:6][N:5]=[C:4]([NH:12][C:13]3[CH:27]=[CH:26][C:16]([CH2:17][CH2:18][CH:19]([PH:21](=[O:25])[O:22][CH2:23][CH3:24])[CH3:20])=[CH:15][C:14]=3[O:28][CH3:29])[N:3]=2)=[CH:36][CH:35]=1. Reported procedure: A solution of ethyl (4-{[4-chloro-5-(trifluoromethyl)pyrimidin-2-yl]amino}-3-methoxybenzyl)propan-2-ylphosphinate (Compound 68D, 1.00 g, 2.21 mmol) and 3-amino-6-bromo-N-methylpyridine-2-carboxamide (Compound 6D, 0.516 g, 2.24 mmol) in TFE (11.71 mL) was charged with TFA (0.341 mL, 4.43 mmol). The reaction mixture was heated at 80° C. for 16 hours. The reaction mixture was concentrated under reduced pressure to a light yellow oil. The crude material was purified using a Teledyne ISCO Combiflash®...